Dataset: the Open Reaction Database (ORD), a public repository of structured organic reaction records. Task: describe an organic reaction: reactants, conditions, products, and yield Starting materials: O1CCCC1 (tetrahydrofuran), C(C1=CC=CC=C1)OC(=O)N[C@@H](C=O)[C@@H](O)[C@H](O)[C@H](O)CO (2-(benzyloxycarbonylamino)-2-deoxy-D-glucose), C(CCCCCCCCCCCCC)N (tetradecylamine), ion, SC 108. Yields the product C(CCCCCCCCCCCCC)N(C(CCCCCCCCCCCCCCCCC)=O)C1[C@@H]([C@@H](O)[C@H](O)[C@H](O1)CO)N (N-Tetradecyl-N-(2-amino-2-deoxy-D-glucopyranosyl)-stearic acid amide). Reaction SMILES: C(OC([NH:11][C@H:12]([C@H:15]([C@@H:17]([C@@H:19]([CH2:21][OH:22])[OH:20])[OH:18])[OH:16])[CH:13]=O)=O)C1C=CC=CC=1.[CH2:23]([NH2:37])[CH2:24][CH2:25][CH2:26][CH2:27][CH2:28][CH2:29][CH2:30][CH2:31][CH2:32][CH2:33][CH2:34][CH2:35][CH3:36].[O:38]1[CH2:42][CH2:41][CH2:40][CH2:39]1>CN(C)C=O>[CH2:23]([N:37]([CH:13]1[O:20][C@H:19]([CH2:21][OH:22])[C@@H:17]([OH:18])[C@H:15]([OH:16])[C@H:12]1[NH2:11])[C:39](=[O:38])[CH2:40][CH2:41][CH2:42][CH2:36][CH2:35][CH2:34][CH2:33][CH2:32][CH2:31][CH2:30][CH2:29][CH2:28][CH2:27][CH2:26][CH2:25][CH2:24][CH3:23])[CH2:24][CH2:25][CH2:26][CH2:27][CH2:28][CH2:29][CH2:30][CH2:31][CH2:32][CH2:33][CH2:34][CH2:35][CH3:36]. Solvent: CN(C=O)C (dimethylformamide). Procedure details: 3.1 g of 2-(benzyloxycarbonylamino)-2-deoxy-D-glucose were dissolved in 40 ml of dimethylformamide, 3.2 g of tetradecylamine were added and the mixture was warmed at 80° C. for 4 hours, under a water pump vacuum. The mixture was cooled to room temperature, diluted with 50 ml of tetrahydrofuran and stirred in the presence of 5 ml of ion exchanger SC 108 (H+ form). The exchanger resin was filtered off and 1 g of sodium carbonate and 3.3 g of stearoyl chloride were added to the filtrate. After the ... Reaction conditions: temperature 80 celsius, time 5 hour. Starting materials: C1CCOC1, CO, CCOC(=O)C=Cc1ccc(-n2cnc(C)c2)c(OC)n1, Cl, [Na+], [OH-]. Product: COc1nc(C=CC(=O)O)ccc1-n1cnc(C)c1. As a reaction SMILES: [CH2:27]1[O:28][CH2:29][CH2:30][CH2:31]1.[CH3:25][OH:26].[CH3:3][O:4][c:5]1[c:6](-[n:18]2[cH:19][n:20][c:21]([CH3:23])[cH:22]2)[cH:7][cH:8][c:9]([CH:11]=[CH:12][C:13](=[O:14])[O:15][CH2:16][CH3:17])[n:10]1.[ClH:24].[Na+:2].[OH-:1]>>[CH3:3][O:4][c:5]1[c:6](-[n:18]2[cH:19][n:20][c:21]([CH3:23])[cH:22]2)[cH:7][cH:8][c:9]([CH:11]=[CH:12][C:13](=[O:14])[OH:15])[n:10]1.